From a dataset of the Open Reaction Database (ORD), a public repository of structured organic reaction records. describe an organic reaction: reactants, conditions, products, and yield The reactants are C(C)OC(C(CCCCCC=C)(C)C)=O (2,2-dimethylnon-8-enoic acid ethyl ester), [Li+].[OH-] (LiOH), [Li+].[OH-] (LiOH). Run in C1CCOC1.CO.O (THF MeOH water). Conditions: time 15 hour. Yields the product CC(C(=O)O)(CCCCCC=C)C (2,2-dimethylnon-8-enoic acid). The yield is 93.6%. As a reaction SMILES: C([O:3][C:4](=[O:15])[C:5]([CH3:14])([CH3:13])[CH2:6][CH2:7][CH2:8][CH2:9][CH2:10][CH:11]=[CH2:12])C.[Li+].[OH-]>C1COCC1.CO.O>[CH3:13][C:5]([CH3:14])([CH2:6][CH2:7][CH2:8][CH2:9][CH2:10][CH:11]=[CH2:12])[C:4]([OH:15])=[O:3] |f:1.2,3.4.5|. Procedure details: A solution of 2,2-dimethylnon-8-enoic acid ethyl ester (51, 800 mg, 3.77 mmol) and LiOH (806 mg, 18.9 mmol) in THF/MeOH/water, 1:1:0.5, was heated at 50° C. for 2.5 h. Then, additional LiOH (1.60 g, 10 eq) was added. After 15 h, the reaction mixture was concentrated under reduced pressure. The pH of the residue was adjusted to 3 with HCl 1N, extracted with CH2Cl2, washed with brine, dried (MgSO4), filtered and concentrated to give 650 mg (94%) of the title product (52) as a colorless oil. Starting materials: NaH2PO4.H2O, Na2HPO4.12H2O, CN(N)C (N,N-dimethylhydrazine), O[C@@H]1C[C@H]2CC[C@H]3[C@]4(CC[C@@H]([C@@]4(C)CC[C@@H]3[C@]2(CC1)C)C=O)O (3β,14β-dihydroxy-5β-androstane-17β-carboxaldehyde), C(=O)(O)[O-].[Na+] (NaHCO3). The solvent is O (water), O1CCOCC1 (dioxane). Product: CN(\N=C\[C@@H]1[C@]2(C)[C@](CC1)([C@@H]1CC[C@@H]3C[C@H](CC[C@]3(C)[C@H]1CC2)O)O)C ((E)-17β-Dimethylhydrazonomethyl-5β-androstane-3β,14β-diol). As a reaction SMILES: [CH3:1][N:2]([CH3:4])[NH2:3].[OH:5][C@H:6]1[CH2:23][CH2:22][C@@:21]2([CH3:24])[C@H:8]([CH2:9][CH2:10][C@@H:11]3[C@@H:20]2[CH2:19][CH2:18][C@@:16]2([CH3:17])[C@:12]3([OH:27])[CH2:13][CH2:14][C@@H:15]2[CH:25]=O)[CH2:7]1.C([O-])(O)=O.[Na+]>O.O1CCOCC1>[CH3:1][N:2]([CH3:4])/[N:3]=[CH:25]/[C@H:15]1[CH2:14][CH2:13][C@:12]2([OH:27])[C@H:11]3[C@H:20]([CH2:19][CH2:18][C@:16]12[CH3:17])[C@:21]1([CH3:24])[C@@H:8]([CH2:7][C@@H:6]([OH:5])[CH2:23][CH2:22]1)[CH2:9][CH2:10]3 |f:2.3|. Reported procedure: To a solution of 0.80 g of NaH2PO4.H2O, 1.70 g of Na2HPO4.12H2O and 0.12 ml of N,N-dimethylhydrazine in 200 ml of water a solution of 0.64 g of 3β,14β-dihydroxy-5β-androstane-17β-carboxaldehyde (Boutagy J. and Thomas R., Aust. J. Chem., 1971, 24, 2723) in 20 ml of dioxane was added dropwise at room temperature. After 1.5 hrs the solution was alkalinized with an acqueous solution of NaHCO3 and extracted with ethyl acetate; the organic layer was dried over anhydrous sodium sulfate and evaporated t... Product: CCCCOC(=O)OCC1OC(c2ccc(Cl)c(Cc3ncc(-c4ccsc4)s3)c2)C(O)C(O)C1O. Starting materials: OCC1OC(c2ccc(Cl)c(Cc3ncc(-c4ccsc4)s3)c2)C(O)C(O)C1O, CCCCOC(=O)Cl, Cc1cccc(C)n1. As a reaction SMILES: [Cl:1][c:2]1[c:3]([CH2:19][c:20]2[s:21][c:22](-[c:25]3[cH:26][s:27][cH:28][cH:29]3)[cH:23][n:24]2)[cH:4][c:5]([CH:8]2[O:9][CH:10]([CH2:17][OH:18])[CH:11]([OH:16])[CH:12]([OH:15])[CH:13]2[OH:14])[cH:6][cH:7]1.[Cl:30][C:31](=[O:32])[O:33][CH2:34][CH2:35][CH2:36][CH3:37].[n:38]1[c:39]([CH3:40])[cH:41][cH:42][cH:43][c:44]1[CH3:45]>>[Cl:1][c:2]1[c:3]([CH2:19][c:20]2[s:21][c:22](-[c:25]3[cH:26][s:27][cH:28][cH:29]3)[cH:23][n:24]2)[cH:4][c:5]([CH:8]2[O:9][CH:10]([CH2:17][O:18][C:31](=[O:32])[O:33][CH2:34][CH2:35][CH2:36][CH3:37])[CH:11]([OH:16])[CH:12]([OH:15])[CH:13]2[OH:14])[cH:6][cH:7]1.